This data is from the Open Reaction Database (ORD), a public repository of structured organic reaction records. The task is: describe an organic reaction: reactants, conditions, products, and yield Starting materials: C(C)(C)N (Isopropylamine), C(C)(C)N(C(C)C)CC (N,N-diisopropylethylamine), ClC1=NC=C(C(=N1)Cl)[N+](=O)[O-] (2,4-dichloro-5-nitropyrimidine). Solvent: ClCCl (dichloromethane), ClCCl (dichloromethane). Yields the product ClC1=NC=C(C(=N1)NC(C)C)[N+](=O)[O-] (2-chloro-4-isopropylamino-5-nitropyrimidine). Isolated yield 90.4%. As a reaction SMILES: [CH:1]([NH2:4])([CH3:3])[CH3:2].C(N(CC)C(C)C)(C)C.[Cl:14][C:15]1[N:20]=[C:19](Cl)[C:18]([N+:22]([O-:24])=[O:23])=[CH:17][N:16]=1>ClCCl>[Cl:14][C:15]1[N:20]=[C:19]([NH:4][CH:1]([CH3:3])[CH3:2])[C:18]([N+:22]([O-:24])=[O:23])=[CH:17][N:16]=1. Procedure: Isopropylamine (4.5 ml) and N,N-diisopropylethylamine (13.2 ml) were dissolved into 150 ml dichloromethane. The mixture was added dropwise to a solution of 2,4-dichloro-5-nitropyrimidine (10.0 g) in dichloromethane (30 ml) at 0° C. After the completion of the dropwise addition, the mixture was kept at the same temperature to react for half an hour. Purification was conducted by a column chromatography to obtain a bright-yellow solid (10.1 g) in a yield of 90.4%. 1H NMR (400 MHz, CDCl3): δ 9.03 (... The reactants are C(#N)C=1C=C(C=CC1OC(C)C)C1=NC(=NO1)C1=C2CCC[C@H](C2=CC=C1)NS(=O)(=O)CC(=O)OC ((R)-methyl 2-(N-(5-(5-(3-cyano-4-isopropoxyphenyl)-1,2,4-oxadiazol-3-yl)-1,2,3,4-tetrahydronaphthalen-1-yl)sulfamoyl)acetate), [OH-].[Na+] (NaOH), Cl (HCl). Solvent: O (water), CO (MeOH). Reaction conditions: time 6 hour. The product is C(#N)C=1C=C(C=CC1OC(C)C)C1=NC(=NO1)C1=C2CCC[C@H](C2=CC=C1)NS(=O)(=O)CC(=O)O ((R)-2-(N-(5-(5-(3-cyano-4-isopropoxyphenyl)-1,2,4-oxadiazol-3-yl)-1,2,3,4-tetrahydronaphthalen-1-yl)sulfamoyl)acetic acid). Yield: 72.0%. Reaction SMILES: [C:1]([C:3]1[CH:4]=[C:5]([C:13]2[O:17][N:16]=[C:15]([C:18]3[CH:27]=[CH:26][CH:25]=[C:24]4[C:19]=3[CH2:20][CH2:21][CH2:22][C@H:23]4[NH:28][S:29]([CH2:32][C:33]([O:35]C)=[O:34])(=[O:31])=[O:30])[N:14]=2)[CH:6]=[CH:7][C:8]=1[O:9][CH:10]([CH3:12])[CH3:11])#[N:2].[OH-].[Na+].Cl>CO.O>[C:1]([C:3]1[CH:4]=[C:5]([C:13]2[O:17][N:16]=[C:15]([C:18]3[CH:27]=[CH:26][CH:25]=[C:24]4[C:19]=3[CH2:20][CH2:21][CH2:22][C@H:23]4[NH:28][S:29]([CH2:32][C:33]([OH:35])=[O:34])(=[O:30])=[O:31])[N:14]=2)[CH:6]=[CH:7][C:8]=1[O:9][CH:10]([CH3:12])[CH3:11])#[N:2] |f:1.2|. Procedure details: Prepared using General Procedure 7: To a stirring solution of (R)-methyl 2-(N-(5-(5-(3-cyano-4-isopropoxyphenyl)-1,2,4-oxadiazol-3-yl)-1,2,3,4-tetrahydronaphthalen-1-yl)sulfamoyl)acetate INT-14 (0.082 g, 0.16 mmol) in MeOH (1.5 mL) was added 6N NaOH (0.08 mL). The reaction was stirred at room temperature for 6 h. The crude reaction was diluted with water, acidified with 1N HCl and extracted with DCM and EA. The organic layer was dried over Na2SO4, concentrated, and isolated after preparative HPL... Reactants: CC(C)(C)OC(=O)n1c(CN2CCN(C(=O)OCc3ccccc3)CC2=O)cc2cnccc21, [Pd]. The product is CC(C)(C)OC(=O)n1c(CN2CCNCC2=O)cc2cnccc21. RXN SMILES: [C:1]([CH3:2])([CH3:3])([CH3:4])[O:5][C:6](=[O:7])[n:8]1[c:9]([CH2:17][N:18]2[C:19](=[O:34])[CH2:20][N:21]([C:24]([O:25][CH2:26][c:27]3[cH:28][cH:29][cH:30][cH:31][cH:32]3)=[O:33])[CH2:22][CH2:23]2)[cH:10][c:11]2[cH:12][n:13][cH:14][cH:15][c:16]12.[Pd:35]>>[C:1]([CH3:2])([CH3:3])([CH3:4])[O:5][C:6](=[O:7])[n:8]1[c:9]([CH2:17][N:18]2[C:19](=[O:34])[CH2:20][NH:21][CH2:22][CH2:23]2)[cH:10][c:11]2[cH:12][n:13][cH:14][cH:15][c:16]12. Starting materials: Cl (HCl), O.[OH-].[Li+] (lithium hydroxide hydrate), C(C)OC(CN1CCC(CC1)C1CCN(CC1)C([C@@H](CC1=CC(=C(C(=C1)C(F)(F)F)N)Cl)NC(=O)N1CCC(CC1)N1C(NC2=C(CC1)C=CC=C2)=O)=O)=O (ethyl[1′-((R)-3-(4-amino-3-chloro-5-trifluoromethyl-phenyl)-2-{[4-(2-oxo-1,2,4,5-tetrahydro-1,3-benzodiazepin-3-yl)-piperidin-1-carbonyl]-amino}-propionyl)-4,4′-bipiperidinyl-1-yl]-acetate). Solvent: O (water), C1CCOC1 (THF). Conditions: time 2 hour. Product: NC1=C(C=C(C=C1C(F)(F)F)C[C@H](C(=O)N1CCC(CC1)C1CCN(CC1)CC(=O)O)NC(=O)N1CCC(CC1)N1C(NC2=C(CC1)C=CC=C2)=O)Cl ([1′-((R)-3-(4-amino-3-chloro-5-trifluoromethyl-phenyl)-2-{[4-(2-oxo-1,2,4,5-tetrahydro-1,3-benzodiazepin-3-yl)-piperidin-1-carbonyl]-amino}-propionyl)-4,4′-bipiperidinyl-1-yl]-acetic acid). Reaction SMILES: O.[OH-].[Li+].C([O:6][C:7](=[O:58])[CH2:8][N:9]1[CH2:14][CH2:13][CH:12]([CH:15]2[CH2:20][CH2:19][N:18]([C:21](=[O:57])[C@H:22]([NH:36][C:37]([N:39]3[CH2:44][CH2:43][CH:42]([N:45]4[CH2:51][CH2:50][C:49]5[CH:52]=[CH:53][CH:54]=[CH:55][C:48]=5[NH:47][C:46]4=[O:56])[CH2:41][CH2:40]3)=[O:38])[CH2:23][C:24]3[CH:29]=[C:28]([C:30]([F:33])([F:32])[F:31])[C:27]([NH2:34])=[C:26]([Cl:35])[CH:25]=3)[CH2:17][CH2:16]2)[CH2:11][CH2:10]1)C.Cl>O.C1COCC1>[NH2:34][C:27]1[C:28]([C:30]([F:32])([F:31])[F:33])=[CH:29][C:24]([CH2:23][C@@H:22]([NH:36][C:37]([N:39]2[CH2:40][CH2:41][CH:42]([N:45]3[CH2:51][CH2:50][C:49]4[CH:52]=[CH:53][CH:54]=[CH:55][C:48]=4[NH:47][C:46]3=[O:56])[CH2:43][CH2:44]2)=[O:38])[C:21]([N:18]2[CH2:17][CH2:16][CH:15]([CH:12]3[CH2:13][CH2:14][N:9]([CH2:8][C:7]([OH:58])=[O:6])[CH2:10][CH2:11]3)[CH2:20][CH2:19]2)=[O:57])=[CH:25][C:26]=1[Cl:35] |f:0.1.2|. Procedure: A solution of 20.1 mg (0.47 mmol) lithium hydroxide hydrate in 10 mL water was added to a solution of 250 mg (0.32 mmol) ethyl[1′-((R)-3-(4-amino-3-chloro-5-trifluoromethyl-phenyl)-2-{[4-(2-oxo-1,2,4,5-tetrahydro-1,3-benzodiazepin-3-yl)-piperidin-1-carbonyl]-amino}-propionyl)-4,4′-bipiperidinyl-1-yl]-acetate (Example 7.5) in 5 mL THF and the reaction mixture was stirred for 2 h at RT. 0.5 mL 1 M HCl were added, the substance precipitated was filtered off and dried at 50° C. The crude product was... Reactants: CC(=O)OC(C)=O, Cn1c(=O)c(C(=O)Nc2ccc(N)cc2)c(O)c2ccccc21, O, c1ccncc1. Yields the product c1ccncc1, Cn1c(=O)c(C(=O)Nc2ccccc2)c(O)c2ccccc21. As a reaction SMILES: [CH3:30][C:31]([O:32][C:33](=[O:34])[CH3:35])=[O:36].[NH2:1][c:2]1[cH:3][cH:4][c:5]([NH:8][C:9](=[O:10])[c:11]2[c:12](=[O:23])[n:13]([CH3:22])[c:14]3[cH:15][cH:16][cH:17][cH:18][c:19]3[c:20]2[OH:21])[cH:6][cH:7]1.[OH2:37].[cH:24]1[cH:25][cH:26][n:27][cH:28][cH:29]1>>[cH:24]1[cH:25][cH:26][n:27][cH:28][cH:29]1.[cH:2]1[cH:3][cH:4][c:5]([NH:8][C:9](=[O:10])[c:11]2[c:12](=[O:23])[n:13]([CH3:22])[c:14]3[cH:15][cH:16][cH:17][cH:18][c:19]3[c:20]2[OH:21])[cH:6][cH:7]1. Starting materials: COCCCCCCCS(=O)(=O)C1=CC=C(C=C1)C(=O)OC (7-methoxyheptyl-[4-(methoxycarbonyl)phenyl]sulfone), [OH-].[Na+] (sodium hydroxide). Solvent: C(C)O (ethanol), O1CCCC1 (tetrahydrofuran). Conditions: temperature 80 celsius, time 5 hour. Product: COCCCCCCCS(=O)(=O)C1=CC=C(C=C1)C(=O)O (7-methoxyheptyl-(4-carboxyphenyl)sulfone). Isolated yield 98.3%. Reaction SMILES: [CH3:1][O:2][CH2:3][CH2:4][CH2:5][CH2:6][CH2:7][CH2:8][CH2:9][S:10]([C:13]1[CH:18]=[CH:17][C:16]([C:19]([O:21]C)=[O:20])=[CH:15][CH:14]=1)(=[O:12])=[O:11].[OH-].[Na+]>C(O)C.O1CCCC1>[CH3:1][O:2][CH2:3][CH2:4][CH2:5][CH2:6][CH2:7][CH2:8][CH2:9][S:10]([C:13]1[CH:18]=[CH:17][C:16]([C:19]([OH:21])=[O:20])=[CH:15][CH:14]=1)(=[O:12])=[O:11] |f:1.2|. Reported procedure: A mixture of 7-methoxyheptyl-[4-(methoxycarbonyl)phenyl]sulfone (0.85 g) and 1N-aqueous sodium hydroxide (5 ml) in a mixture of ethanol (20 ml) and tetrahydrofuran (10 ml) was stirred at 80° C. for 5 hours. The reaction mixture was concentrated under reduced pressure and the residue was triturated with water. The solution was adjusted to pH 1.0 using diluted hydrochloric acid. The precipitates were collected by filtration, washed with water and dried in vacuo to give 7-methoxyheptyl-(4-carboxyph... Reactants: BrC1=C(C=CC(=C1)C(C)C)N1C=C(C2=C(C=C(N=C12)C)C)C#N (1-(2-bromo-4-isopropylphenyl)-3-cyano-4,6-dimethyl-7-azaindole), [OH-].[NH4+] (ammonium hydroxide). Solvent: S(O)(O)(=O)=O (sulfuric acid). The product is BrC1=C(C=CC(=C1)C(C)C)N1C=CC2=C(C=C(N=C12)C)C (1-(2-bromo-4-isopropylphenyl)-4,6-dimethyl-7-azaindole). Yield: 65.7%. RXN SMILES: [Br:1][C:2]1[CH:7]=[C:6]([CH:8]([CH3:10])[CH3:9])[CH:5]=[CH:4][C:3]=1[N:11]1[C:19]2[C:14](=[C:15]([CH3:21])[CH:16]=[C:17]([CH3:20])[N:18]=2)[C:13](C#N)=[CH:12]1.[OH-].[NH4+]>S(=O)(=O)(O)O>[Br:1][C:2]1[CH:7]=[C:6]([CH:8]([CH3:10])[CH3:9])[CH:5]=[CH:4][C:3]=1[N:11]1[C:19]2[C:14](=[C:15]([CH3:21])[CH:16]=[C:17]([CH3:20])[N:18]=2)[CH:13]=[CH:12]1 |f:1.2|. Reported procedure: A mixture of 4.00 g of 1-(2-bromo-4-isopropylphenyl)-3-cyano-4,6-dimethyl-7-azaindole and 40 mL of 65% sulfuric acid was refluxed for one hour. The solution was cooled and poured onto ice. Conc. ammonium hydroxide was added until the mixture was alkaline to pH paper. The mixture was extracted with ethyl acetate. The solution was dissolved in 60:40 hexane-ethyl acetate and passed through a short column of silica gel. The eluate was evaporated, and the residue was crystallized from 20 mL of hexane... Starting materials: COc1cc(Br)ccc1Cl, CC(C)(C)[O-], Cc1ccccc1, CCOC(=O)C1CCNCC1, [Na+]. Product: CCOC(=O)C1CCN(c2ccc(Cl)c(OC)c2)CC1. As a reaction SMILES: [Br:7][c:8]1[cH:9][c:10]([O:15][CH3:16])[c:11]([Cl:14])[cH:12][cH:13]1.[CH3:1][C:2]([CH3:3])([O-:4])[CH3:5].[CH3:28][c:29]1[cH:30][cH:31][cH:32][cH:33][cH:34]1.[NH:17]1[CH2:18][CH2:19][CH:20]([C:23](=[O:24])[O:25][CH2:26][CH3:27])[CH2:21][CH2:22]1.[Na+:6]>>[c:8]1([N:17]2[CH2:18][CH2:19][CH:20]([C:23](=[O:24])[O:25][CH2:26][CH3:27])[CH2:21][CH2:22]2)[cH:9][c:10]([O:15][CH3:16])[c:11]([Cl:14])[cH:12][cH:13]1. Reactants: COC(=O)c1cc(Cl)ccc1NC(=O)COCC(=O)O, Nc1ccccc1Oc1ccccc1. Yields the product COC(=O)c1cc(Cl)ccc1NC(=O)COCC(=O)Nc1ccccc1Oc1ccccc1. RXN SMILES: [Cl:15][c:16]1[cH:17][c:18]([C:31](=[O:32])[O:33][CH3:34])[c:19]([NH:22][C:23]([CH2:24][O:25][CH2:26][C:27](=[O:28])[OH:29])=[O:30])[cH:20][cH:21]1.[O:1]([c:2]1[cH:3][cH:4][cH:5][cH:6][cH:7]1)[c:8]1[c:9]([NH2:10])[cH:11][cH:12][cH:13][cH:14]1>>[O:1]([c:2]1[cH:3][cH:4][cH:5][cH:6][cH:7]1)[c:8]1[c:9]([NH:10][C:27]([CH2:26][O:25][CH2:24][C:23]([NH:22][c:19]2[c:18]([C:31](=[O:32])[O:33][CH3:34])[cH:17][c:16]([Cl:15])[cH:21][cH:20]2)=[O:30])=[O:28])[cH:11][cH:12][cH:13][cH:14]1.